From a dataset of the Open Reaction Database (ORD), a public repository of structured organic reaction records. describe an organic reaction: reactants, conditions, products, and yield The reactants are [Na] (sodium), N1C=C(C2=CC=CC=C12)CC(=NO)C1=CC=CC=C1 (2-(1H-indol-3-yl)-1-phenylethanone-oxime), O (water). The solvent is C(C)O (ethanol). Product: N1C=C(C2=CC=CC=C12)CC(C1=CC=CC=C1)N (2-(1H-indol-3-yl)-1-phenylethylamine). Isolated yield 92.0%. RXN SMILES: [NH:1]1[C:9]2[C:4](=[CH:5][CH:6]=[CH:7][CH:8]=2)[C:3]([CH2:10][C:11]([C:14]2[CH:19]=[CH:18][CH:17]=[CH:16][CH:15]=2)=[N:12]O)=[CH:2]1.[Na].O>C(O)C>[NH:1]1[C:9]2[C:4](=[CH:5][CH:6]=[CH:7][CH:8]=2)[C:3]([CH2:10][CH:11]([NH2:12])[C:14]2[CH:15]=[CH:16][CH:17]=[CH:18][CH:19]=2)=[CH:2]1 |^1:19|. Procedure: 2-(1H-indol-3-yl)-1-phenylethanone-oxime (0.2 g, 0.75 mmol) dissolved in ethanol (10 ml) was mixed in portions with sodium pieces (500 mg, 21 mmol) in the boiling heat. This reaction mixture was stirred with reflux until the metal was fully dissolved. After cooling in an ice bath, water (15 ml) was carefully added to the reaction solution. The volatile constituents were then removed in a vacuum. The aqueous residue was extracted with ethyl acetate (3×30 ml). The combined organic phases were drie... Reactants: ONC(=O)N (hydroxy urea), Cl (HCl), C(C)OC(CC(OCC)OCC)OCC (1,1,3,3-tetraethoxypropane). Conditions: temperature 1.5 celsius. Yields the product Cl.[N+]=1(C(=NC=CC1)O)[O-] (Pyrimidine-2-ol-1-oxide hydrochloride). Reaction SMILES: [OH:1][NH:2][C:3]([NH2:5])=[O:4].C(O[CH:9](OCC)[CH2:10][CH:11](OCC)OCC)C.[ClH:21]>>[ClH:21].[N+:2]1([O-:1])[C:3]([OH:4])=[N:5][CH:9]=[CH:10][CH:11]=1 |f:3.4|. Reported procedure: 0.261 mol (19.85 g) hydroxy urea have been dissolved in 390 ml 1 M HCl and 0.235 mol (51.77 g) 1,1,3,3-tetraethoxypropane were added dropwise under ice cooling, with the internal temperature being maintained at 1-2° C. The solution was thawed in an ice bath to room temperature and stirred over night, then evaporated to dryness. The residue was suspended with 250 ml of acetone, the mixture was cooled in an ice/ethanol bath, the solid filtered off and washed with a little ice-cold acetone. After d... Reactants: CSc1ccc(Br)cc1, ClCCl, O, O=C(OO)c1cccc(Cl)c1. Yields the product CS(=O)c1ccc(Br)cc1. Reaction SMILES: [Br:1][c:2]1[cH:3][cH:4][c:5]([S:8][CH3:9])[cH:6][cH:7]1.[Cl:10][CH2:11][Cl:12].[OH2:24].[OH:13][O:14][C:15]([c:16]1[cH:17][c:18]([Cl:19])[cH:20][cH:21][cH:22]1)=[O:23]>>[Br:1][c:2]1[cH:3][cH:4][c:5]([S:8]([CH3:9])=[O:13])[cH:6][cH:7]1. The reactants are FC(C(=O)O)(F)F (Trifluoroacetic acid), C(C)(C)(C)OC(=O)N1CCN(CC1)C1=CC=C(C=C1)OCC1CCN2C(O1)=NC(=C2)[N+](=O)[O-] (4-[4-(2-nitro-6,7-dihydro-5H-imidazo[2,1-b][1,3]oxazin-7-ylmethoxy)phenyl]piperazine-1-carboxylic acid tert-butyl ester). Conditions: time 3 hour. The product is [N+](=O)([O-])C=1N=C2OC(CCN2C1)COC1=CC=C(C=C1)N1CCN(CC1)CC1=CC=C(C=C1)OC(F)(F)F (2-nitro-7-{4-[4-(4-trifluoromethoxybenzyl)piperazin-1-yl]phenoxymethyl}-6,7-dihydro-5H-imidazo[2,1-b][1,3]oxazine). Reaction SMILES: [F:1][C:2]([F:7])([F:6])C(O)=O.C(O[C:13]([N:15]1[CH2:20][CH2:19][N:18]([C:21]2[CH:26]=[CH:25][C:24]([O:27][CH2:28][CH:29]3[O:34][C:33]4=[N:35][C:36]([N+:38]([O-:40])=[O:39])=[CH:37][N:32]4[CH2:31][CH2:30]3)=[CH:23][CH:22]=2)[CH2:17][CH2:16]1)=O)(C)(C)C>>[N+:38]([C:36]1[N:35]=[C:33]2[N:32]([CH:37]=1)[CH2:31][CH2:30][CH:29]([CH2:28][O:27][C:24]1[CH:23]=[CH:22][C:21]([N:18]3[CH2:17][CH2:16][N:15]([CH2:13][C:21]4[CH:26]=[CH:25][C:24]([O:27][C:2]([F:1])([F:6])[F:7])=[CH:23][CH:22]=4)[CH2:20][CH2:19]3)=[CH:26][CH:25]=1)[O:34]2)([O-:40])=[O:39]. Procedure details: Trifluoroacetic acid (6.0 ml) was added to 4-[4-(2-nitro-6,7-dihydro-5H-imidazo[2,1-b][1,3]oxazin-7-ylmethoxy)phenyl]piperazine-1-carboxylic acid tert-butyl ester (200 mg), and the mixture was stirred at room temperature for 3 hours. The reaction mixture was concentrated under reduced pressure, and methylene chloride (2.0 ml) and triethylamine (2.0 ml) were added to the residue, followed by stirring at room temperature for 5 minutes. The reaction mixture was reconcentrated under reduced pressure...